From a dataset of the Open Reaction Database (ORD), a public repository of structured organic reaction records. describe an organic reaction: reactants, conditions, products, and yield Starting materials: C(C)(C)C1=C(C=C(C=C1)C)NC(=S)N (1-(2-isopropyl-5-methylphenyl)thiourea), CC(C(=O)N=[N+]=[N-])C(C)C1=CC=C(C=C1)C1=NN(C=N1)C1=CC=C(C=C1)OC(F)(F)F.N(=C=O)C(C(C)C1=CC=C(C=C1)C1=NN(C=N1)C1=CC=C(C=C1)OC(F)(F)F)C (2-methyl-3-(4-(1-(4-(trifluoromethoxy)phenyl)-1H-1,2,4-triazol-3-yl)phenyl)butanoyl azide 3-(4-(3-isocyanatobutan-2-yl)phenyl)-1-(4-(trifluoromethoxy)phenyl)-1H-1,2,4-triazole). The product is C(C)(C)C1=C(C=C(C=C1)C)N1/C(/SCC1=O)=N/C(=O)NC(C)C(C)C1=CC=C(C=C1)C1=NN(C=N1)C1=CC=C(C=C1)OC(F)(F)F ((Z)-1-(3-(2-isopropyl-5-methylphenyl)-4-oxothiazolidin-2-ylidene)-3-(3-(4-(1-(4-(trifluoromethoxy)phenyl)-1H-1,2,4-triazol-3-yl)phenyl)butan-2-yl)urea), powder. Yield: 39.0%. RXN SMILES: [CH:1]([C:4]1[CH:9]=[CH:8][C:7]([CH3:10])=[CH:6][C:5]=1[NH:11][C:12]([NH2:14])=[S:13])([CH3:3])[CH3:2].C[CH:16](C(C1C=CC(C2N=CN(C3C=CC(OC(F)(F)F)=CC=3)N=2)=CC=1)C)[C:17](N=[N+]=[N-])=[O:18].[N:46]([CH:49]([CH3:74])[CH:50]([C:52]1[CH:57]=[CH:56][C:55]([C:58]2[N:62]=[CH:61][N:60]([C:63]3[CH:68]=[CH:67][C:66]([O:69][C:70]([F:73])([F:72])[F:71])=[CH:65][CH:64]=3)[N:59]=2)=[CH:54][CH:53]=1)[CH3:51])=[C:47]=[O:48]>>[CH:1]([C:4]1[CH:9]=[CH:8][C:7]([CH3:10])=[CH:6][C:5]=1[N:11]1[C:17](=[O:18])[CH2:16][S:13]/[C:12]/1=[N:14]\[C:47]([NH:46][CH:49]([CH:50]([C:52]1[CH:57]=[CH:56][C:55]([C:58]2[N:62]=[CH:61][N:60]([C:63]3[CH:68]=[CH:67][C:66]([O:69][C:70]([F:72])([F:71])[F:73])=[CH:65][CH:64]=3)[N:59]=2)=[CH:54][CH:53]=1)[CH3:51])[CH3:74])=[O:48])([CH3:3])[CH3:2] |f:1.2|. Procedure details: The title compound was prepared as described in Example 35 using 1-(2-isopropyl-5-methylphenyl)thiourea and 2-methyl-3-(4-(1-(4-(trifluoromethoxy)phenyl)-1H-1,2,4-triazol-3-yl)phenyl)butanoyl azide/3-(4-(3-isocyanatobutan-2-yl)phenyl)-1-(4-(trifluoromethoxy)phenyl)-1H-1,2,4-triazole (C35a) and isolated as an off-white powder (0.146 g, 39%). Starting materials: COC1=C(C=CC=C1)C1=CN(C2=NC=C(C=C21)B2OC(C(O2)(C)C)(C)C)COCC[Si](C)(C)C (3-(2-methoxy-phenyl)-5-(4,4,5,5-tetramethyl-[1,3,2]dioxaborolan-2-yl)-1-(2-trimethylsilanyl-ethoxymethyl)-1H-pyrrolo[2,3-b]pyridine), NC1=C(C=C(C=C1)Br)C(=O)N1CCOCC1 ((2-Amino-5-bromo-phenyl)-morpholin-4-yl-methanone), 1,1′-bis(diphenylphosphino)ferrocenepalladium(II)-dichloride dichloromethane, C(=O)(O)[O-].[Na+] (NaHCO3), C(C)#N (acetonitrile). Conditions: time 8 hour. Yields the product NC1=C(C=C(C=C1)C=1C=C2C(=NC1)NN=C2C2=C(C=CC=C2)OC)C(=O)N2CCOCC2 ({2-Amino-5-[3-(2-methoxy-phenyl)-1H-pyrazolo[3,4-b]pyridin-5-yl]-phenyl}-morpholin-4-yl-methanone). Reaction SMILES: [CH3:1][O:2][C:3]1[CH:8]=[CH:7][CH:6]=[CH:5][C:4]=1[C:9]1[C:17]2[C:12](=[N:13][CH:14]=[C:15](B3OC(C)(C)C(C)(C)O3)[CH:16]=2)[N:11](COCC[Si](C)(C)C)C=1.[NH2:35][C:36]1[CH:41]=[CH:40][C:39](Br)=[CH:38][C:37]=1[C:43]([N:45]1[CH2:50][CH2:49][O:48][CH2:47][CH2:46]1)=[O:44].C([O-])(O)=O.[Na+].C(#[N:58])C>>[NH2:35][C:36]1[CH:41]=[CH:40][C:39]([C:15]2[CH:16]=[C:17]3[C:9]([C:4]4[CH:5]=[CH:6][CH:7]=[CH:8][C:3]=4[O:2][CH3:1])=[N:58][NH:11][C:12]3=[N:13][CH:14]=2)=[CH:38][C:37]=1[C:43]([N:45]1[CH2:50][CH2:49][O:48][CH2:47][CH2:46]1)=[O:44] |f:2.3|. Reported procedure: Into a 5 mL Personal Chemistry microwave reaction vial were added 3-(2-methoxy-phenyl)-5-(4,4,5,5-tetramethyl-[1,3,2]dioxaborolan-2-yl)-1-(2-trimethylsilanyl-ethoxymethyl)-1H-pyrrolo[2,3-b]pyridine (0.0498 g, 0.103 mmol), (2-Amino-5-bromo-phenyl)-morpholin-4-yl-methanone (0.0378 g, 0.132 mmol), 1,1′-bis(diphenylphosphino)ferrocenepalladium(II)-dichloride dichloromethane adduct (13.4 mg, 0.017 mmol), acetonitrile (1 mL) and saturated aqueous NaHCO3 (1 mL). The vial was sealed, purged with N2, and... Reactants: C1OC=2C=C(CCN)C=CC2OC1 (3,4-ethylenedioxyphenethylamine), ClC=1C2=C(N=C(N1)C1=CC=NO1)SC(=C2)C (4-chloro-2-(isoxazol-5-yl)-6-methyl-thieno-[2,3-d]-pyrimidine). Yields the product O1N=CC=C1C=1N=C(C2=C(N1)SC(=C2)C)NCCC2=CC1=C(C=C2)OCCO1 (2-(isoxazol-5-yl)-4-(3,4-ethylenedioxyphenethylamino)-6-methyl-thieno-[2,3-d]-pyrimidine). As a reaction SMILES: [CH2:1]1[CH2:13][O:12][C:11]2[CH:10]=[CH:9][C:5]([CH2:6][CH2:7][NH2:8])=[CH:4][C:3]=2[O:2]1.Cl[C:15]1[C:16]2[CH:28]=[C:27]([CH3:29])[S:26][C:17]=2[N:18]=[C:19]([C:21]2[O:25][N:24]=[CH:23][CH:22]=2)[N:20]=1>>[O:25]1[C:21]([C:19]2[N:20]=[C:15]([NH:8][CH2:7][CH2:6][C:5]3[CH:9]=[CH:10][C:11]4[O:12][CH2:13][CH2:1][O:2][C:3]=4[CH:4]=3)[C:16]3[CH:28]=[C:27]([CH3:29])[S:26][C:17]=3[N:18]=2)=[CH:22][CH:23]=[N:24]1. Procedure details: With the procedure of Example 1, the reaction of 3,4-ethylenedioxyphenethylamine with 4-chloro-2-(isoxazol-5-yl)-6-methyl-thieno-[2,3-d]-pyrimidine yields 2-(isoxazol-5-yl)-4-(3,4-ethylenedioxyphenethylamino)-6-methyl-thieno-[2,3-d]-pyrimidine. Reactants: Cl.CC1=C(C=CC=C1)CC(OCC)=N (ethyl 2-(2-methylphenyl)ethanimidoate hydrochloride), N#CN (cyanamide). Solvent: C(C)O (ethanol), CCOCC (ether). Run at time 72 hour. Product: C(#N)N=C(CC1=C(C=CC=C1)C)OCC (ethyl N-cyano-2-(2-methylphenyl)ethanimidoate). Yield: 71.8%. As a reaction SMILES: Cl.[CH3:2][C:3]1[CH:8]=[CH:7][CH:6]=[CH:5][C:4]=1[CH2:9][C:10](=[NH:14])[O:11][CH2:12][CH3:13].[N:15]#[C:16]N>C(O)C.CCOCC>[C:16]([N:14]=[C:10]([O:11][CH2:12][CH3:13])[CH2:9][C:4]1[CH:5]=[CH:6][CH:7]=[CH:8][C:3]=1[CH3:2])#[N:15] |f:0.1|. Procedure: A solution of Example 26A (15 g, 70.2 mmol) in absolute ethanol (200 mL) was treated with a solution of cyanamide (2.95 g, 70.2 mmol) in dry ether (40 mL) and stirred at room temperature for 72 h. The resulting precipitate was filtered and the solution was concentrated to dryness under reduced pressure to give 10.2 g of the title compound. The reactants are CCOC(=O)c1c(Br)c2cc(C=O)ccc2n1CC(C)C, CCOC(C)=O, CC#N, [O-][Cl+][O-], [Na+], [Na+], O, O, O, OO, O=P([O-])(O)O. RXN SMILES: [Br:1][c:2]1[c:3]([C:17](=[O:18])[O:19][CH2:20][CH3:21])[n:4]([CH2:13][CH:14]([CH3:15])[CH3:16])[c:5]2[cH:6][cH:7][c:8]([CH:11]=[O:12])[cH:9][c:10]12.[CH3:34][CH2:35][O:36][C:37](=[O:38])[CH3:39].[CH3:40][C:41]#[N:42].[Cl+:30]([O-:31])[O-:32].[Na+:29].[Na+:33].[OH2:22].[OH2:23].[OH2:43].[OH:44][OH:45].[P:24](=[O:25])([O-:26])([OH:27])[OH:28]>>[Br:1][c:2]1[c:3]([C:17](=[O:18])[O:19][CH2:20][CH3:21])[n:4]([CH2:13][CH:14]([CH3:15])[CH3:16])[c:5]2[cH:6][cH:7][c:8]([C:11](=[O:12])[OH:25])[cH:9][c:10]12. The product is CCOC(=O)c1c(Br)c2cc(C(=O)O)ccc2n1CC(C)C. The reactants are COC1=CC=C(CN(C2=NC=C(C=N2)C=2C3=C(N=C(N2)N2CCOCC2)NCC3)CC3=CC=C(C=C3)OC)C=C1 (bis-(4-methoxy-benzyl)-[5-(2-morpholin-4-yl-6,7-dihydro-5H-pyrrolo[2,3-d]pyrimidin-4-yl)-pyrimidin-2-yl]-amine), C(C)(C)(C)OC(=O)N1CCN(CC1)C(CCC1=CC(=CC=C1)Br)=O (4-[3-(3-bromo-phenyl)-propionyl]-piperazine-1-carboxylic acid tert-butyl ester). Product: C(C)(C)(C)OC(=O)N1CCN(CC1)C(CCC1=CC(=CC=C1)N1CCC2=C1N=C(N=C2C=2C=NC(=NC2)N(CC2=CC=C(C=C2)OC)CC2=CC=C(C=C2)OC)N2CCOCC2)=O (4-{3-[3-(4-{2-[bis-(4-methoxy-benzyl)-amino]-pyrimidin-5-yl}-2-morpholin-4-yl-5,6-dihydro-pyrrolo[2,3-d]pyrimidin-7-yl)-phenyl]-propionyl}-piperazine-1-carboxylic acid tert-butyl ester). Reaction SMILES: [CH3:1][O:2][C:3]1[CH:40]=[CH:39][C:6]([CH2:7][N:8]([CH2:30][C:31]2[CH:36]=[CH:35][C:34]([O:37][CH3:38])=[CH:33][CH:32]=2)[C:9]2[N:14]=[CH:13][C:12]([C:15]3[C:16]4[CH2:29][CH2:28][NH:27][C:17]=4[N:18]=[C:19]([N:21]4[CH2:26][CH2:25][O:24][CH2:23][CH2:22]4)[N:20]=3)=[CH:11][N:10]=2)=[CH:5][CH:4]=1.[C:41]([O:45][C:46]([N:48]1[CH2:53][CH2:52][N:51]([C:54](=[O:64])[CH2:55][CH2:56][C:57]2[CH:62]=[CH:61][CH:60]=[C:59](Br)[CH:58]=2)[CH2:50][CH2:49]1)=[O:47])([CH3:44])([CH3:43])[CH3:42]>>[C:41]([O:45][C:46]([N:48]1[CH2:49][CH2:50][N:51]([C:54](=[O:64])[CH2:55][CH2:56][C:57]2[CH:62]=[CH:61][CH:60]=[C:59]([N:27]3[C:17]4[N:18]=[C:19]([N:21]5[CH2:26][CH2:25][O:24][CH2:23][CH2:22]5)[N:20]=[C:15]([C:12]5[CH:11]=[N:10][C:9]([N:8]([CH2:7][C:6]6[CH:5]=[CH:4][C:3]([O:2][CH3:1])=[CH:40][CH:39]=6)[CH2:30][C:31]6[CH:32]=[CH:33][C:34]([O:37][CH3:38])=[CH:35][CH:36]=6)=[N:14][CH:13]=5)[C:16]=4[CH2:29][CH2:28]3)[CH:58]=2)[CH2:52][CH2:53]1)=[O:47])([CH3:44])([CH3:42])[CH3:43]. Procedure details: Using bis-(4-methoxy-benzyl)-[5-(2-morpholin-4-yl-6,7-dihydro-5H-pyrrolo[2,3-d]pyrimidin-4-yl)-pyrimidin-2-yl]-amine (200 mg) and 4-[3-(3-bromo-phenyl)-propionyl]-piperazine-1-carboxylic acid tert-butyl ester (220 mg) instead of 4-chloropicolinic acid t-butylamide, in the same manner as Example 1-D-07, a crude product of 4-{3-[3-(4-{2-[bis-(4-methoxy-benzyl)-amino]-pyrimidin-5-yl}-2-morpholin-4-yl-5,6-dihydro-pyrrolo[2,3-d]pyrimidin-7-yl)-phenyl]-propionyl}-piperazine-1-carboxylic acid tert-buty... The reactants are CCOC(=O)C=CCBr, O=C([O-])[O-], CN(C)C=O, Cl, [I-], [K+], [K+], [K+], N#Cc1cccc(O)c1. The product is CCOC(=O)C=CCOc1cccc(C#N)c1. RXN SMILES: [Br:1][CH2:2][CH:3]=[CH:4][C:5](=[O:6])[O:7][CH2:8][CH3:9].[C:19](=[O:20])([O-:21])[O-:22].[CH3:28][N:29]([CH3:30])[CH:31]=[O:32].[ClH:27].[I-:26].[K+:23].[K+:24].[K+:25].[OH:10][c:11]1[cH:12][c:13]([C:14]#[N:15])[cH:16][cH:17][cH:18]1>>[CH2:2]([CH:3]=[CH:4][C:5](=[O:6])[O:7][CH2:8][CH3:9])[O:10][c:11]1[cH:12][c:13]([C:14]#[N:15])[cH:16][cH:17][cH:18]1.